describe an organic reaction: reactants, conditions, products, and yield From a dataset of the Open Reaction Database (ORD), a public repository of structured organic reaction records. The reactants are ClC1=C2C(=C(N=N1)Cl)C=NC(=C2)C2=CC=C(C=C2)O (1,4-dichloro-7-(4-hydroxyphenyl)-pyrido(3,4-d)-pyridazine), N1CCCCC1 (piperidine), C(C1=CC=CC=C1)OC1=CC=C(C=C1)C1=CC=2C(=C(N=NC2Cl)Cl)C=N1 (7-(4-benzyloxyphenyl)-1,4-dichloropyrido(3,4-d)pyridazine). The product is C(C1=CC=CC=C1)OC1=CC=C(C=C1)C1=CC=2C(=C(N=NC2N2CCCCC2)N2CCCCC2)C=N1 (7-(4-benzyloxyphenyl)-1,4-dipiperidinopyrido(3,4-d)pyridazine). RXN SMILES: ClC1N=NC(Cl)=[C:4]2[CH:9]=[N:10][C:11](C3C=CC(O)=CC=3)=[CH:12][C:3]=12.[NH:20]1[CH2:25][CH2:24][CH2:23][CH2:22][CH2:21]1.[CH2:26]([O:33][C:34]1[CH:39]=[CH:38][C:37]([C:40]2[N:51]=[CH:50][C:43]3=[C:44](Cl)[N:45]=[N:46][C:47](Cl)=[C:42]3[CH:41]=2)=[CH:36][CH:35]=1)[C:27]1[CH:32]=[CH:31][CH:30]=[CH:29][CH:28]=1>>[CH2:26]([O:33][C:34]1[CH:39]=[CH:38][C:37]([C:40]2[N:51]=[CH:50][C:43]3=[C:44]([N:10]4[CH2:11][CH2:12][CH2:3][CH2:4][CH2:9]4)[N:45]=[N:46][C:47]([N:20]4[CH2:25][CH2:24][CH2:23][CH2:22][CH2:21]4)=[C:42]3[CH:41]=2)=[CH:36][CH:35]=1)[C:27]1[CH:32]=[CH:31][CH:30]=[CH:29][CH:28]=1. Procedure details: In a procedure similar to (1) in Example 2, 7.0 g. of piperidine instead of morpholine is reacted with 1.7 g. of 7-(4-benzyloxyphenyl)-1,4-dichloropyrido(3,4-d)pyridazine, whereby 1.2 g. of 7-(4-benzyloxyphenyl)-1,4-dipiperidinopyrido(3,4-d)pyridazine is obtained. Yields the product CCCCCCCCCCOc1ccc(-c2ccc(C#CC(C)(C)O)cc2)cc1. Starting materials: CCCCCCCCCCOc1ccc(-c2ccc(Br)cc2)cc1, C1CCOC1, C#CC(C)(C)O, CC(C)NC(C)C, [Cu]I, c1ccc(P(c2ccccc2)(c2ccccc2)[Pd](P(c2ccccc2)(c2ccccc2)c2ccccc2)(P(c2ccccc2)(c2ccccc2)c2ccccc2)P(c2ccccc2)(c2ccccc2)c2ccccc2)cc1. RXN SMILES: [Br:1][c:2]1[cH:3][cH:4][c:5](-[c:8]2[cH:9][cH:10][c:11]([O:14][CH2:15][CH2:16][CH2:17][CH2:18][CH2:19][CH2:20][CH2:21][CH2:22][CH2:23][CH3:24])[cH:12][cH:13]2)[cH:6][cH:7]1.[CH2:38]1[O:39][CH2:40][CH2:41][CH2:42]1.[CH3:25][C:26]([CH3:27])([C:28]#[CH:29])[OH:30].[CH:31]([NH:32][CH:33]([CH3:34])[CH3:35])([CH3:36])[CH3:37].[Cu:43][I:44].[cH:45]1[cH:46][cH:47][c:48]([P:49]([Pd:50]([P:51]([c:52]2[cH:53][cH:54][cH:55][cH:56][cH:57]2)([c:58]2[cH:59][cH:60][cH:61][cH:62][cH:63]2)[c:64]2[cH:65][cH:66][cH:67][cH:68][cH:69]2)([P:70]([c:71]2[cH:72][cH:73][cH:74][cH:75][cH:76]2)([c:77]2[cH:78][cH:79][cH:80][cH:81][cH:82]2)[c:83]2[cH:84][cH:85][cH:86][cH:87][cH:88]2)[P:89]([c:90]2[cH:91][cH:92][cH:93][cH:94][cH:95]2)([c:96]2[cH:97][cH:98][cH:99][cH:100][cH:101]2)[c:102]2[cH:103][cH:104][cH:105][cH:106][cH:107]2)([c:108]2[cH:109][cH:110][cH:111][cH:112][cH:113]2)[c:114]2[cH:115][cH:116][cH:117][cH:118][cH:119]2)[cH:120][cH:121]1>>[c:2]1([C:29]#[C:28][C:26]([CH3:25])([CH3:27])[OH:30])[cH:3][cH:4][c:5](-[c:8]2[cH:9][cH:10][c:11]([O:14][CH2:15][CH2:16][CH2:17][CH2:18][CH2:19][CH2:20][CH2:21][CH2:22][CH2:23][CH3:24])[cH:12][cH:13]2)[cH:6][cH:7]1. Reactants: O (Water), CO (methanol), [H-].COCCO[Al+]OCCOC.[Na+].[H-] (sodium bis(2-methoxyethoxy)aluminum hydride), BrC1=CC(=C(C=C1)SC1CC1)Cl (4-bromo-2-chloro-1-(cyclopropylsulfanyl)benzene), O (water), Example 5-22, [H-].COCCO[Al+]OCCOC.[Na+].[H-] (sodium bis(2-methoxyethoxy)aluminum hydride). Solvent: O1CCCC1 (tetrahydrofuran). Reaction conditions: time 1 day. The product is BrC1=CC(=C(C=C1)S(=O)(=O)C1CC1)Cl (4-Bromo-2-chloro-1-(cyclopropylsulfonyl)benzene). RXN SMILES: [H-].C[O:3]CCO[Al+]OCCOC.[Na+].[H-].[Br:15][C:16]1[CH:21]=[CH:20][C:19]([S:22][CH:23]2[CH2:25][CH2:24]2)=[C:18]([Cl:26])[CH:17]=1.CO.[OH2:29]>O1CCCC1>[Br:15][C:16]1[CH:21]=[CH:20][C:19]([S:22]([CH:23]2[CH2:24][CH2:25]2)(=[O:3])=[O:29])=[C:18]([Cl:26])[CH:17]=1 |f:0.1.2.3|. Procedure: Oxone(R) (20.3 g) was added to a solution of 4-bromo-2-chloro-1-(cyclopropylsulfanyl)benzene obtained in Reference Example 5-22 (964 mg) in tetrahydrofuran (20 mL)-methanol (20 mL)-water (10 mL), and the mixture was stirred at room temperature for one day. Oxone(R) (6.8 g) was further added and the mixture was stirred at room temperature for 18 hours. Water was added to the reaction solution, followed by extraction with chloroform. The organic layer was dried over anhydrous magnesium sulfate and... Starting materials: N1CC(C1)C1=CC2=C(OCCC=3N2N=C(C3)C3=NC=NN3C(C)C)C=C1 (9-(azetidin-3-yl)-2-(1-isopropyl-1H-1,2,4-triazol-5-yl)-4,5-dihydrobenzo[b]pyrazolo[1,5-d][1,4]oxazepine), BrCCOC1OCCCC1 (2-(2-bromoethoxy)-tetrahydropyran). Yields the product C(C)(C)N1N=CN=C1C1=NN2C3=C(OCCC2=C1)C=CC(=C3)C3CN(C3)CCO (2-(3-(2-(1-isopropyl-1H-1,2,4-triazol-5-yl)-4,5-dihydrobenzo[b]pyrazolo[1,5-d][1,4]oxazepin-9-yl)azetidin-1-yl)ethanol). As a reaction SMILES: [NH:1]1[CH2:4][CH:3]([C:5]2[CH:26]=[CH:25][C:8]3[O:9][CH2:10][CH2:11][C:12]4[N:13]([N:14]=[C:15]([C:17]5[N:21]([CH:22]([CH3:24])[CH3:23])[N:20]=[CH:19][N:18]=5)[CH:16]=4)[C:7]=3[CH:6]=2)[CH2:2]1.Br[CH2:28][CH2:29][O:30]C1CCCCO1>>[CH:22]([N:21]1[C:17]([C:15]2[CH:16]=[C:12]3[N:13]([C:7]4[CH:6]=[C:5]([CH:3]5[CH2:2][N:1]([CH2:28][CH2:29][OH:30])[CH2:4]5)[CH:26]=[CH:25][C:8]=4[O:9][CH2:10][CH2:11]3)[N:14]=2)=[N:18][CH:19]=[N:20]1)([CH3:24])[CH3:23]. Reported procedure: Following the procedures of Example 142, 9-azetidin-3-yl-2-(2-isopropyl-2H-[1,2,4]triazol-3-yl)-4,5-dihydro-6-oxa-1,10b-diaza-benzo[e]azulene 144 was reacted with 2-(2-bromoethoxy)-tetrahydropyran followed by acidic hydrolysis of the THP group to give 169 as a white solid, as illustrated in FIG. 13. 1H NMR (400 MHz, DMSO-d6): δ 8.03 (s, 1H); 7.88 (d, J=2.22 Hz, 1H); 7.42 (dd, J=8.35, 2.22 Hz, 1H); 7.26 (d, J=8.32 Hz, 1H); 6.89 (s, 1H); 5.62-5.54 (m, 1H); 4.83 (s, 1H); 4.50 (t, J=6.03 Hz, 2H); 4....